The task is: describe an organic reaction: reactants, conditions, products, and yield. This data is from the Open Reaction Database (ORD), a public repository of structured organic reaction records. The reactants are C1(CC1)CN (Cyclopropylmethylamine), C([O-])([O-])=O.[K+].[K+] (potassium carbonate), ClC1=C(C(=O)OC)C=CC(=C1)F (methyl 2-chloro-4-fluorobenzoate). Run in O (water). Run at time 6 hour. Product: ClC1=C(C(=O)OC)C=CC(=C1)NCC1CC1 (methyl 2-chloro-4-(cyclopropylmethylamino)benzoate). Yield: 96.8%. RXN SMILES: [CH:1]1([CH2:4][NH2:5])[CH2:3][CH2:2]1.C(=O)([O-])[O-].[K+].[K+].[Cl:12][C:13]1[CH:22]=[C:21](F)[CH:20]=[CH:19][C:14]=1[C:15]([O:17][CH3:18])=[O:16]>O>[Cl:12][C:13]1[CH:22]=[C:21]([NH:5][CH2:4][CH:1]2[CH2:3][CH2:2]2)[CH:20]=[CH:19][C:14]=1[C:15]([O:17][CH3:18])=[O:16] |f:1.2.3|. Reported procedure: Cyclopropylmethylamine (1.51 g) and potassium carbonate (1.46 g) were added to a solution of methyl 2-chloro-4-fluorobenzoate (1.00 g). The reaction mixture was stirred at room temperature for 6 hours and then heated with stirring at 100° C. for 6 hours under a microwave reactor. The reaction mixture was diluted with water and extracted with ethyl acetate. The organic layer was washed with brine and dried over anhydrous sodium sulfate. The filtrate was concentrated under reduced pressure and the... The reactants are OCC1=CC=C(C=C1)NC(=O)C1=CC2=CC(=CC=C2CC1)C1=CC=CC=C1 (N-[4-(hydroxymethyl)phenyl]-7-phenyl-3,4-dihydronaphthalene-2-carboxamide), [Cl-].[Li+] (lithium chloride), Cl (hydrochloric acid), CS(=O)(=O)Cl (methanesulfonyl chloride). The solvent is ClCCl (dichloromethane), C(C)N(CC)CC (triethylamine). Conditions: time 2 hour. The product is ClCC1=CC=C(C=C1)NC(=O)C1=CC2=CC(=CC=C2CC1)C1=CC=CC=C1 (N-[4-(chloromethyl)phenyl]-7-phenyl-3,4-dihydronaphthalene-2-carboxamide). Reaction SMILES: O[CH2:2][C:3]1[CH:8]=[CH:7][C:6]([NH:9][C:10]([C:12]2[CH2:21][CH2:20][C:19]3[C:14](=[CH:15][C:16]([C:22]4[CH:27]=[CH:26][CH:25]=[CH:24][CH:23]=4)=[CH:17][CH:18]=3)[CH:13]=2)=[O:11])=[CH:5][CH:4]=1.[Cl-].[Li+].CS([Cl:34])(=O)=O.Cl>ClCCl.C(N(CC)CC)C>[Cl:34][CH2:2][C:3]1[CH:8]=[CH:7][C:6]([NH:9][C:10]([C:12]2[CH2:21][CH2:20][C:19]3[C:14](=[CH:15][C:16]([C:22]4[CH:27]=[CH:26][CH:25]=[CH:24][CH:23]=4)=[CH:17][CH:18]=3)[CH:13]=2)=[O:11])=[CH:5][CH:4]=1 |f:1.2|. Procedure: To a mixture of N-[4-(hydroxymethyl)phenyl]-7-phenyl-3,4-dihydronaphthalene-2-carboxamide (566 mg), lithium chloride (135 mg), triethylamine (446 μl ) and dichloromethane (50 ml) was added methanesulfonyl chloride (172 μl ), and the mixture was stirred at room temperature for 2 hours. To the reaction mixture was added dilute hydrochloric acid. The organic layer was separated, washed with saturated sodium chloride solution, dried with anhydrous sodium sulfate, and concentrated under reduced press...